This data is from the Open Reaction Database (ORD), a public repository of structured organic reaction records. The task is: describe an organic reaction: reactants, conditions, products, and yield Starting materials: S(=O)(=O)(Cl)Cl (sulfuryl chloride), NC1=NN2C(CCCC2)=C1 (2-amino-4,5,6,7-tetrahydropyrazolo[1,5-a]pyridine), C(O)([O-])=O.[Na+] (sodium hydrogen carbonate). Solvent: C(Cl)Cl (methylene chloride). Run at time 1 hour. The product is NC1=NN2C(CCCC2)=C1Cl (2-Amino-3-chloro-4,5,6,7-tetrahydropyrazolo[1,5-a]pyridine). As a reaction SMILES: S(Cl)([Cl:4])(=O)=O.[NH2:6][C:7]1[CH:15]=[C:10]2[CH2:11][CH2:12][CH2:13][CH2:14][N:9]2[N:8]=1.C(=O)([O-])O.[Na+]>C(Cl)Cl>[NH2:6][C:7]1[C:15]([Cl:4])=[C:10]2[CH2:11][CH2:12][CH2:13][CH2:14][N:9]2[N:8]=1 |f:2.3|. Procedure details: 5 g (37 mmol) sulfuryl chloride was added dropwise to 5.08 g (37 mmol) 2-amino-4,5,6,7-tetrahydropyrazolo[1,5-a]pyridine, dissolved in 30 ml methylene chloride, with ice-cooling. The mixture was stirred for 1 hour, then added to saturated aqueous sodium hydrogen carbonate and extracted with ethyl acetate. The organic phase was washed with saturated aqueous sodium chloride, dried over sodium sulfate and concentrated. Purification was carried out by silica gel column chromatography to ethyl acetat... Reactants: C(C)(C)(C)OC(=O)CON=C(C(=O)NC1[C@@H]2N(C(=C(CS2)CSC=2SC=NN2)C(=O)O)C1=O)C=1N=C(SC1)NC=O (7-[2-t-butoxycarbonylmethoxyimino-2-(2-formamidothiazol-4-yl)acetamido]-3-(1,3,4-thiadiazol-2-yl)thiomethyl-3-cephem-4-carboxylic acid), Cl (hydrochloric acid). The solvent is CO (methanol). Reaction conditions: time 40 minute. Yields the product C(C)(C)(C)OC(=O)CON=C(C(=O)NC1[C@@H]2N(C(=C(CS2)CSC=2SC=NN2)C(=O)O)C1=O)C=1N=C(SC1)N (7-[2-t-butoxycarbonylmethoxyimino-2-(2-aminothiazol-4-yl)acetamido]-3-(1,3,4-thiadiazol-2-yl)thiomethyl-3-cephem-4-carboxylic acid). Yield: 50.0%. RXN SMILES: [C:1]([O:5][C:6]([CH2:8][O:9][N:10]=[C:11]([C:34]1[N:35]=[C:36]([NH:39]C=O)[S:37][CH:38]=1)[C:12]([NH:14][CH:15]1[C:32](=[O:33])[N:17]2[C:18]([C:29]([OH:31])=[O:30])=[C:19]([CH2:22][S:23][C:24]3[S:25][CH:26]=[N:27][N:28]=3)[CH2:20][S:21][C@H:16]12)=[O:13])=[O:7])([CH3:4])([CH3:3])[CH3:2].Cl>CO>[C:1]([O:5][C:6]([CH2:8][O:9][N:10]=[C:11]([C:34]1[N:35]=[C:36]([NH2:39])[S:37][CH:38]=1)[C:12]([NH:14][CH:15]1[C:32](=[O:33])[N:17]2[C:18]([C:29]([OH:31])=[O:30])=[C:19]([CH2:22][S:23][C:24]3[S:25][CH:26]=[N:27][N:28]=3)[CH2:20][S:21][C@H:16]12)=[O:13])=[O:7])([CH3:4])([CH3:2])[CH3:3]. Reported procedure: A mixture of 7-[2-t-butoxycarbonylmethoxyimino-2-(2-formamidothiazol-4-yl)acetamido]-3-(1,3,4-thiadiazol-2-yl)thiomethyl-3-cephem-4-carboxylic acid (syn isomer) (2.3 g.), conc. hydrochloric acid (3.74 g.) and methanol (35 ml.) was stirred for 2 hours and 40 minutes at ambient temperature. The solvent was distilled off under reduced pressure and the residue was dissolved in a 10% aqueous solution of sodium hydroxide (pH 7~8). The aqueous solution was adjusted to pH 3.0 with 10% hydrochloric acid ...